The task is: describe an organic reaction: reactants, conditions, products, and yield. This data is from the Open Reaction Database (ORD), a public repository of structured organic reaction records. Reaction conditions: time 30 minute. Procedure details: 2-Chloro-5-[(4-hexyloxy-phenyl)-hydroxy-methyl]-benzenesulfonamide is dissolved in acetone (10 mL), and treated with a solution of Jones reagent (3 M in water, 0.91 mmol). The reaction is allowed to stir for 30 minutes. The reaction is diluted with water and extracted with dichloromethane. The organic phase is separated and concentrated in vacuo. The residue is purified by silica gel chromatography (gradient of ethyl acetate in hexanes 25-75%) followed by recrystallization from ether affording 3... As a reaction SMILES: [Cl:1][C:2]1[CH:7]=[CH:6][C:5]([CH:8]([C:10]2[CH:15]=[CH:14][C:13]([O:16][CH2:17][CH2:18][CH2:19][CH2:20][CH2:21][CH3:22])=[CH:12][CH:11]=2)[OH:9])=[CH:4][C:3]=1[S:23]([NH2:26])(=[O:25])=[O:24].CC(C)=O.OS(O)(=O)=O.O=[Cr](=O)=O>CC(C)=O.O>[Cl:1][C:2]1[CH:7]=[CH:6][C:5]([C:8](=[O:9])[C:10]2[CH:11]=[CH:12][C:13]([O:16][CH2:17][CH2:18][CH2:19][CH2:20][CH2:21][CH3:22])=[CH:14][CH:15]=2)=[CH:4][C:3]=1[S:23]([NH2:26])(=[O:25])=[O:24] |f:1.2.3|. Solvent: CC(=O)C (acetone), O (water). Product: ClC1=C(C=C(C=C1)C(C1=CC=C(C=C1)OCCCCCC)=O)S(=O)(=O)N (2-Chloro-5-(4-hexyloxy-benzoyl)-benzenesulfonamide). Starting materials: ClC1=C(C=C(C=C1)C(O)C1=CC=C(C=C1)OCCCCCC)S(=O)(=O)N (2-Chloro-5-[(4-hexyloxy-phenyl)-hydroxy-methyl]-benzenesulfonamide), CC(=O)C.OS(=O)(=O)O.O=[Cr](=O)=O (Jones reagent). Reactants: CC(=O)OC1CCC2(CO)C(=CCC3C4CCC(=O)C4(C)CCC32)C1, CCCCCC, CC(C)=O, CO, [Na+], [Na+], O=C([O-])[O-]. Yields the product CC12CCC3C(CC=C4CC(O)CCC43CO)C1CCC2=O. Reaction SMILES: [C:1](=[O:2])([CH3:3])[O:4][CH:5]1[CH2:6][C:7]2=[CH:8][CH2:9][CH:10]3[CH:11]4[CH2:12][CH2:13][C:14](=[O:25])[C:15]4([CH3:16])[CH2:17][CH2:18][CH:19]3[C:20]2([CH2:23][OH:24])[CH2:21][CH2:22]1.[CH3:32][CH2:33][CH2:34][CH2:35][CH2:36][CH3:37].[CH3:38][C:39]([CH3:40])=[O:41].[CH3:42][OH:43].[Na+:26].[Na+:27].[O-:28][C:29](=[O:30])[O-:31]>>[OH:4][CH:5]1[CH2:6][C:7]2=[CH:8][CH2:9][CH:10]3[CH:11]4[CH2:12][CH2:13][C:14](=[O:25])[C:15]4([CH3:16])[CH2:17][CH2:18][CH:19]3[C:20]2([CH2:23][OH:24])[CH2:21][CH2:22]1. Reactants: CC(=O)Oc1cc2scc(C(=O)O)c(=O)c2cc1OC(C)=O, CN(C)C=O, O=S(Cl)Cl, c1ccccc1. The product is CC(=O)Oc1cc2scc(C(=O)Cl)c(=O)c2cc1OC(C)=O. Reaction SMILES: [C:1]([CH3:2])(=[O:3])[O:4][c:5]1[c:6]([O:19][C:20]([CH3:21])=[O:22])[cH:7][c:8]2[c:9]([c:10](=[O:17])[c:11]([C:14](=[O:15])[OH:16])[cH:12][s:13]2)[cH:18]1.[CH3:27][N:28]([CH3:29])[CH:30]=[O:31].[S:23]([Cl:24])([Cl:25])=[O:26].[cH:32]1[cH:33][cH:34][cH:35][cH:36][cH:37]1>>[C:1]([CH3:2])(=[O:3])[O:4][c:5]1[c:6]([O:19][C:20]([CH3:21])=[O:22])[cH:7][c:8]2[c:9]([c:10](=[O:17])[c:11]([C:14](=[O:15])[Cl:25])[cH:12][s:13]2)[cH:18]1. The reactants are CS(=O)(=O)OCCC(CN1C(=NC=C1)C(C1=C(C=CC=C1)OC)=O)C1=CC(=C(C=C1)Cl)Cl (1Methanesulphonyloxy-3-(3,4-dichlorophenyl)-4-[2-(2-methoxybenzoyl)imidazol-1-yl]butane), CC=1C=C(C=C(C1)C)C12CCN(CC1)CC2 (4-(3,5-dimethylphenyl)quinuclidine). Solvent: C(C)#N (acetonitrile). Product: CS(=O)(=O)[O-].CC=1C=C(C=C(C1)C)C12CC[N+](CC1)(CC2)CCC(CN2C(=NC=C2)C(C2=C(C=CC=C2)OC)=O)C2=CC(=C(C=C2)Cl)Cl (4-(3,5-dimethylphenyl)-1-(3-[3,4-dichlorophenyl]-4-[2-(2-methoxybenzoyl)imidazol-1-yl]butyl)quinuclidinium methanesulphonate). Yield: 87.6%. Reaction SMILES: [CH3:1][S:2]([O:5][CH2:6][CH2:7][CH:8]([C:25]1[CH:30]=[CH:29][C:28]([Cl:31])=[C:27]([Cl:32])[CH:26]=1)[CH2:9][N:10]1[CH:14]=[CH:13][N:12]=[C:11]1[C:15](=[O:24])[C:16]1[CH:21]=[CH:20][CH:19]=[CH:18][C:17]=1[O:22][CH3:23])(=[O:4])=[O:3].[CH3:33][C:34]1[CH:35]=[C:36]([C:41]23[CH2:48][CH2:47][N:44]([CH2:45][CH2:46]2)[CH2:43][CH2:42]3)[CH:37]=[C:38]([CH3:40])[CH:39]=1>C(#N)C>[CH3:1][S:2]([O-:5])(=[O:4])=[O:3].[CH3:40][C:38]1[CH:37]=[C:36]([C:41]23[CH2:46][CH2:45][N+:44]([CH2:6][CH2:7][CH:8]([C:25]4[CH:30]=[CH:29][C:28]([Cl:31])=[C:27]([Cl:32])[CH:26]=4)[CH2:9][N:10]4[CH:14]=[CH:13][N:12]=[C:11]4[C:15](=[O:24])[C:16]4[CH:21]=[CH:20][CH:19]=[CH:18][C:17]=4[O:22][CH3:23])([CH2:47][CH2:48]2)[CH2:43][CH2:42]3)[CH:35]=[C:34]([CH3:33])[CH:39]=1 |f:3.4|. Reported procedure: 1Methanesulphonyloxy-3-(3,4-dichlorophenyl)-4-[2-(2-methoxybenzoyl)imidazol-1-yl]butane (0.55 g) (see Preparation 84) and 4-(3,5-dimethylphenyl)quinuclidine (0.28 g) (see Preparation 12) were dissolved in acetonitrile (10 ml) and heated under reflux for 2.5 hours. The solvent was removed under reduced pressure, the resulting residue dissolved in dichloromethane and the solvent removed under reduced pressure. The residue was chromatographed on silica gel eluting with a solvent gradient of 95:5 ch... Starting materials: C[Re](=O)(=O)=O, Clc1ccc2c(Cl)ccnc2c1, ClCCl, OO. Product: [O-][n+]1ccc(Cl)c2ccc(Cl)cc21. RXN SMILES: [CH3:15][Re:16](=[O:17])(=[O:18])=[O:19].[Cl:1][c:2]1[cH:3][cH:4][n:5][c:6]2[cH:7][c:8]([Cl:12])[cH:9][cH:10][c:11]12.[Cl:20][CH2:21][Cl:22].[OH:13][OH:14]>>[Cl:1][c:2]1[cH:3][cH:4][n+:5]([O-:13])[c:6]2[cH:7][c:8]([Cl:12])[cH:9][cH:10][c:11]12.